This data is from the Open Reaction Database (ORD), a public repository of structured organic reaction records. The task is: describe an organic reaction: reactants, conditions, products, and yield Starting materials: C(C1=CC=CC=C1)OC(CCCCC(=O)O)=O (6-(benzyloxy)-6-oxohexanoic acid), C(CCl)Cl (EDC), C=1C=CC2=C(C1)N=NN2O (HOBt), O([C@H]1[C@@H](O)[C@H](O)[C@H](O)[C@@H](O1)C)CCNCCO[C@H]1[C@@H](O)[C@H](O)[C@H](O)[C@@H](O1)C (2-({2-[(α-L-fucopyranosyl)oxy]ethyl}amino)ethyl α-L-fucopyranoside). Solvent: CN(C)C=O (DMF). Reaction conditions: time 16 hour. Yields the product [C@@H]1([C@@H](O)[C@H](O)[C@H](O)[C@@H](O1)C)OCCN(C(CCCCC(=O)OCC1=CC=CC=C1)=O)CCO[C@H]1[C@@H](O)[C@H](O)[C@H](O)[C@@H](O1)C (benzyl 6-(bis{2-[(α-L-fucopyranosyl)oxy]ethyl}amino)-6-oxohexanoate). RXN SMILES: [CH2:1]([O:8][C:9](=[O:17])[CH2:10][CH2:11][CH2:12][CH2:13][C:14]([OH:16])=O)[C:2]1[CH:7]=[CH:6][CH:5]=[CH:4][CH:3]=1.C(Cl)CCl.C1C=CC2N(O)N=NC=2C=1.[O:32]([CH2:43][CH2:44][NH:45][CH2:46][CH2:47][O:48][C@@H:49]1[O:57][C@@H:56]([CH3:58])[C@@H:54]([OH:55])[C@@H:52]([OH:53])[C@@H:50]1[OH:51])[C@@H:33]1[O:41][C@@H:40]([CH3:42])[C@@H:38]([OH:39])[C@@H:36]([OH:37])[C@@H:34]1[OH:35]>CN(C=O)C>[C@@H:49]1([O:48][CH2:47][CH2:46][N:45]([CH2:44][CH2:43][O:32][C@@H:33]2[O:41][C@@H:40]([CH3:42])[C@@H:38]([OH:39])[C@@H:36]([OH:37])[C@@H:34]2[OH:35])[C:14](=[O:16])[CH2:13][CH2:12][CH2:11][CH2:10][C:9]([O:8][CH2:1][C:2]2[CH:3]=[CH:4][CH:5]=[CH:6][CH:7]=2)=[O:17])[O:57][C@@H:56]([CH3:58])[C@@H:54]([OH:55])[C@@H:52]([OH:53])[C@@H:50]1[OH:51]. Procedure: To a solution of 6-(benzyloxy)-6-oxohexanoic acid (40 mg, 0.169 mmol), EDC (114 mg, 0.593 mmol) and HOBt (2.59 mg, 0.017 mmol) in DMF (5 mL) at rt was added 2-({2-[(α-L-fucopyranosyl)oxy]ethyl}amino)ethyl α-L-fucopyranoside (190 mg, 0.478 mmol). After stirring for 16 hr, the reaction mixture was concentrated and the residue was purified by flash chromatography on C18 reverse phase silica gel (50 g), eluting with 5-40% AcCN in water to give the title compound. UPLC Method B: m/e=616.2923 [M+1]; R... Starting materials: C(C)(C)OC1=CC=C2C(=N1)N(C(=N2)COC2=CC=C(CC1C(N(C(S1)=O)C(C1=CC=CC=C1)(C1=CC=CC=C1)C1=CC=CC=C1)=O)C=C2)C (5-{4-(5-isopropoxy-3-methyl-3H-imidazo[4,5-b]pyridin-2-ylmethoxy)benzyl}-3-triphenylmethylthiazolidine-2,4-dione), C(C)(=O)O (acetic acid). Run in O (water). Product: C(C)(C)OC1=CC=C2C(=N1)N(C(=N2)COC2=CC=C(CC1C(NC(S1)=O)=O)C=C2)C (5-{4-(5-Isopropoxy-3-methyl-3H-imidazo[4,5-b]pyridin-2-ylmethoxy) benzyl}thiazolidine-2,4-dione). Yield: 80.4%. Reaction SMILES: [CH:1]([O:4][C:5]1[N:10]=[C:9]2[N:11]([CH3:49])[C:12]([CH2:14][O:15][C:16]3[CH:48]=[CH:47][C:19]([CH2:20][CH:21]4[S:25][C:24](=[O:26])[N:23](C(C5C=CC=CC=5)(C5C=CC=CC=5)C5C=CC=CC=5)[C:22]4=[O:46])=[CH:18][CH:17]=3)=[N:13][C:8]2=[CH:7][CH:6]=1)([CH3:3])[CH3:2].C(O)(=O)C>O>[CH:1]([O:4][C:5]1[N:10]=[C:9]2[N:11]([CH3:49])[C:12]([CH2:14][O:15][C:16]3[CH:48]=[CH:47][C:19]([CH2:20][CH:21]4[S:25][C:24](=[O:26])[NH:23][C:22]4=[O:46])=[CH:18][CH:17]=3)=[N:13][C:8]2=[CH:7][CH:6]=1)([CH3:3])[CH3:2]. Reported procedure: A procedure similar to that described in Example 12 was repeated, except that 0.78 g of 5-{4-(5-isopropoxy-3-methyl-3H-imidazo[4,5-b]pyridin-2-ylmethoxy)benzyl}-3-triphenylmethylthiazolidine-2,4-dione (prepared as described in Preparation 103) was treated with 12 ml of a 3:1 by volume mixture of acetic acid and water. After working up the product as described in Example 12, the resulting crude product was crystallized by trituration with ethyl acetate, to give 0.40 g of the title compound, melti... Procedure: A 1 L 3 necked round-bottom flask equipped with an air driven stirrer, and a nitrogen inlet/outlet was charged with 49.0 g (102.8. mmol) of methyl-(1S,2R,3S)-1-(3,4-methylenedioxyphenyl)-3-(4-methoxy-2-hydroxyphenyl)-5-propoxyindane-2-carboxylate, 490 mL of acetone, 71.0 g of potassium carbonate and 17.3 g (110 mmol) of methyl bromoacetate. The resulting slurry was stirred at ambient temperature under an atmosphere of nitrogen while the progress of the reaction was monitored by HPLC. The reactio... Yields the product COC(=O)[C@@H]1[C@H](C2=CC=C(C=C2[C@H]1C1=C(C=C(C=C1)OC)OCC(=O)OC)OCCC)C1=CC2=C(C=C1)OCO2 ((+)-methyl-(1S,2R,3S)-5-Propoxy-1-(3,4-methylenedioxy-phenyl)-3-(2-[carbomethoxy]methoxy-4-methoxyphenyl)indane-2-carboxylate). Reaction SMILES: [CH3:1][O:2][C:3]([C@H:5]1[C@H:13]([C:14]2[CH:19]=[CH:18][C:17]([O:20][CH3:21])=[CH:16][C:15]=2[OH:22])[C:12]2[C:7](=[CH:8][CH:9]=[C:10]([O:23][CH2:24][CH2:25][CH3:26])[CH:11]=2)[C@@H:6]1[C:27]1[CH:32]=[CH:31][C:30]2[O:33][CH2:34][O:35][C:29]=2[CH:28]=1)=[O:4].C(=O)([O-])[O-].[K+].[K+].Br[CH2:43][C:44]([O:46][CH3:47])=[O:45]>CC(C)=O>[CH3:1][O:2][C:3]([C@H:5]1[C@H:13]([C:14]2[CH:19]=[CH:18][C:17]([O:20][CH3:21])=[CH:16][C:15]=2[O:22][CH2:43][C:44]([O:46][CH3:47])=[O:45])[C:12]2[C:7](=[CH:8][CH:9]=[C:10]([O:23][CH2:24][CH2:25][CH3:26])[CH:11]=2)[C@@H:6]1[C:27]1[CH:32]=[CH:31][C:30]2[O:33][CH2:34][O:35][C:29]=2[CH:28]=1)=[O:4] |f:1.2.3|. Reactants: COC(=O)[C@@H]1[C@H](C2=CC=C(C=C2[C@H]1C1=C(C=C(C=C1)OC)O)OCCC)C1=CC2=C(C=C1)OCO2 (methyl-(1S,2R,3S)-1-(3,4-methylenedioxyphenyl)-3-(4-methoxy-2-hydroxyphenyl)-5-propoxyindane-2-carboxylate), C([O-])([O-])=O.[K+].[K+] (potassium carbonate), BrCC(=O)OC (methyl bromoacetate), 3. The solvent is CC(=O)C (acetone). Reactants: O=C([O-])[O-], CCCCC(CC)CBr, CN(C)C=O, [K+], [K+], O, O=Cc1ccc(O)cc1. Yields the product CCCCC(CC)COc1ccc(C=O)cc1. Reaction SMILES: [C:24](=[O:25])([O-:26])[O-:27].[CH2:10]([CH3:11])[CH:12]([CH2:13][Br:14])[CH2:15][CH2:16][CH2:17][CH3:18].[CH3:19][N:20]([CH3:21])[CH:22]=[O:23].[K+:28].[K+:29].[OH2:30].[OH:1][c:2]1[cH:3][cH:4][c:5]([CH:6]=[O:7])[cH:8][cH:9]1>>[O:1]([c:2]1[cH:3][cH:4][c:5]([CH:6]=[O:7])[cH:8][cH:9]1)[CH2:13][CH:12]([CH2:10][CH3:11])[CH2:15][CH2:16][CH2:17][CH3:18].